Dataset: the Open Reaction Database (ORD), a public repository of structured organic reaction records. Task: describe an organic reaction: reactants, conditions, products, and yield Reactants: BrC1CC1, CN(C)C=O, [H-], [Na+], O, Cc1cc2c(cc1C(=O)N(C(C)C)C1CCCN(C(=O)OC(C)(C)C)C1)N(CCCCO)C(=O)C(C)(C)O2. The product is Cc1cc2c(cc1C(=O)N(C(C)C)C1CCCN(C(=O)OC(C)(C)C)C1)N(CCCCOC1CC1)C(=O)C(C)(C)O2. Reaction SMILES: [Br:46][CH:47]1[CH2:48][CH2:49]1.[CH3:41][N:42]([CH3:43])[CH:44]=[O:45].[H-:39].[Na+:40].[OH2:50].[OH:1][CH2:2][CH2:3][CH2:4][CH2:5][N:6]1[C:7](=[O:38])[C:8]([CH3:36])([CH3:37])[O:9][c:10]2[c:11]1[cH:12][c:13]([C:17](=[O:18])[N:19]([CH:20]1[CH2:21][N:22]([C:26](=[O:27])[O:28][C:29]([CH3:30])([CH3:31])[CH3:32])[CH2:23][CH2:24][CH2:25]1)[CH:33]([CH3:34])[CH3:35])[c:14]([CH3:16])[cH:15]2>>[O:1]([CH2:2][CH2:3][CH2:4][CH2:5][N:6]1[C:7](=[O:38])[C:8]([CH3:36])([CH3:37])[O:9][c:10]2[c:11]1[cH:12][c:13]([C:17](=[O:18])[N:19]([CH:20]1[CH2:21][N:22]([C:26](=[O:27])[O:28][C:29]([CH3:30])([CH3:31])[CH3:32])[CH2:23][CH2:24][CH2:25]1)[CH:33]([CH3:34])[CH3:35])[c:14]([CH3:16])[cH:15]2)[CH:47]1[CH2:48][CH2:49]1. Starting materials: CCC(C)=O, COc1cc2c(nc1OC)c(-c1cc3c(Cl)ccnc3n1S(=O)(=O)c1ccc(C)cc1)cn2CCCl, [I-], [Na+]. Yields the product COc1cc2c(nc1OC)c(-c1cc3c(Cl)ccnc3n1S(=O)(=O)c1ccc(C)cc1)cn2CCI. Reaction SMILES: [CH3:39][C:40](=[O:41])[CH2:42][CH3:43].[Cl:1][CH2:2][CH2:3][n:4]1[cH:5][c:6](-[c:17]2[cH:18][c:19]3[c:20]([n:21][cH:22][cH:23][c:24]3[Cl:25])[n:26]2[S:27](=[O:28])(=[O:29])[c:30]2[cH:31][cH:32][c:33]([CH3:36])[cH:34][cH:35]2)[c:7]2[n:8][c:9]([O:15][CH3:16])[c:10]([O:13][CH3:14])[cH:11][c:12]12.[I-:37].[Na+:38]>>[CH2:2]([CH2:3][n:4]1[cH:5][c:6](-[c:17]2[cH:18][c:19]3[c:20]([n:21][cH:22][cH:23][c:24]3[Cl:25])[n:26]2[S:27](=[O:28])(=[O:29])[c:30]2[cH:31][cH:32][c:33]([CH3:36])[cH:34][cH:35]2)[c:7]2[n:8][c:9]([O:15][CH3:16])[c:10]([O:13][CH3:14])[cH:11][c:12]12)[I:37].